describe an organic reaction: reactants, conditions, products, and yield From a dataset of the Open Reaction Database (ORD), a public repository of structured organic reaction records. The reactants are CC1(C=O)Cc2c(cc(C(C)(C)C)c(O[Si](C)(C)C)c2C(C)(C)C)O1, CC(C)(C)O, CC=C(C)C, [O-][Cl+][O-], [Na+], [Na+], O, O=P([O-])(O)O. The product is CC1(C(=O)O)Cc2c(cc(C(C)(C)C)c(O[Si](C)(C)C)c2C(C)(C)C)O1. Reaction SMILES: [C:1]([CH3:2])([CH3:3])([CH3:4])[c:5]1[c:6]([O:21][Si:22]([CH3:23])([CH3:24])[CH3:25])[c:7]([C:17]([CH3:18])([CH3:19])[CH3:20])[cH:8][c:9]2[c:10]1[CH2:11][C:12]([CH3:14])([CH:15]=[O:16])[O:13]2.[C:41]([OH:42])([CH3:43])([CH3:44])[CH3:45].[CH3:32][C:33](=[CH:34][CH3:35])[CH3:36].[Cl+:37]([O-:38])[O-:39].[Na+:26].[Na+:40].[OH2:46].[OH:27][P:28](=[O:29])([O-:30])[OH:31]>>[C:1]([CH3:2])([CH3:3])([CH3:4])[c:5]1[c:6]([O:21][Si:22]([CH3:23])([CH3:24])[CH3:25])[c:7]([C:17]([CH3:18])([CH3:19])[CH3:20])[cH:8][c:9]2[c:10]1[CH2:11][C:12]([CH3:14])([C:15](=[O:16])[OH:27])[O:13]2. The reactants are Cc1ccccc1, CNC(=O)c1ccc(C2=NOC(c3cc(Cl)cc(Cl)c3)(C(F)(F)F)C2)cc1C, O=C=NC(=O)CCl. Product: Cc1cc(C2=NOC(c3cc(Cl)cc(Cl)c3)(C(F)(F)F)C2)ccc1C(=O)N(C)C(=O)NC(=O)CCl. As a reaction SMILES: [CH3:36][c:37]1[cH:38][cH:39][cH:40][cH:41][cH:42]1.[Cl:1][c:2]1[cH:3][c:4]([C:9]2([C:25]([F:26])([F:27])[F:28])[CH2:10][C:11]([c:14]3[cH:15][c:16]([CH3:24])[c:17]([C:18](=[O:19])[NH:20][CH3:21])[cH:22][cH:23]3)=[N:12][O:13]2)[cH:5][c:6]([Cl:8])[cH:7]1.[Cl:29][CH2:30][C:31](=[O:32])[N:33]=[C:34]=[O:35]>>[Cl:1][c:2]1[cH:3][c:4]([C:9]2([C:25]([F:26])([F:27])[F:28])[CH2:10][C:11]([c:14]3[cH:15][c:16]([CH3:24])[c:17]([C:18](=[O:19])[N:20]([CH3:21])[C:34]([NH:33][C:31]([CH2:30][Cl:29])=[O:32])=[O:35])[cH:22][cH:23]3)=[N:12][O:13]2)[cH:5][c:6]([Cl:8])[cH:7]1. The yield is 230.1%. Procedure: [step 1] (Z)-2-[2-(2-Ethyl-5,7-dimethyl-3H-imidazo[4,5-b]pyridin-3-yl)methyl-10,11-dihydro-5H-dibenzo[a,d]cyclohepten-5-ylidene]propiononitrile (376 mg, 68%) was obtained in the same manner as in step 1 of Example 36, using (Z)-2-(2-hydroxymethyl-10,11-dihydro-5H-dibenzo[a,d]cyclohepten-5-ylidene)propiononitrile (350 mg, 1.3 mmol) obtained in Reference Example 6 and 2-ethyl-5,7-dimethyl-3H-imidazo[4,5-b]pyridine (349 mg, 2.0 mmol) instead of 5-chloro-2-ethyl-7-methyl-3H-imidazo[4,5-b]pyridine. Product: C(C)C1=NC=2C(=NC(=CC2C)C)N1 (2-ethyl-5,7-dimethyl-3H-imidazo[4,5-b]pyridine). RXN SMILES: [CH2:1]([C:3]1[N:13](CC2C=CC3/C(=C(/C)\C#N)/C4C=CC=CC=4CCC=3C=2)[C:6]2=[N:7][C:8]([CH3:12])=[CH:9][C:10]([CH3:11])=[C:5]2[N:4]=1)[CH3:2].OCC1C=CC2/C(=C(/C)\C#N)/C3C=CC=CC=3CCC=2C=1>>[CH2:1]([C:3]1[NH:13][C:6]2=[N:7][C:8]([CH3:12])=[CH:9][C:10]([CH3:11])=[C:5]2[N:4]=1)[CH3:2]. The reactants are C(C)C1=NC=2C(=NC(=CC2C)C)N1CC1=CC2=C(\C(\C3=C(CC2)C=CC=C3)=C(/C#N)\C)C=C1 ((Z)-2-[2-(2-Ethyl-5,7-dimethyl-3H-imidazo[4,5-b]pyridin-3-yl)methyl-10,11-dihydro-5H-dibenzo[a,d]cyclohepten-5-ylidene]propiononitrile), OCC1=CC2=C(\C(\C3=C(CC2)C=CC=C3)=C(/C#N)\C)C=C1 ((Z)-2-(2-hydroxymethyl-10,11-dihydro-5H-dibenzo[a,d]cyclohepten-5-ylidene)propiononitrile). Starting materials: C12C(CCCC1)O2 (cyclohexene oxide), C1(=CC=CC=C1)N1CNC(C12CCNCC2)=O (1-phenyl-1,3,8-triazaspiro[4,5]decan-4-one), (rac,trans)-8-(2-hydroxy-cyclohexyl)-1-(3-methyl-butyl)-1,3,8-triaza-spiro[4.5]decan-4-one. The product is OC1C(CCCC1)N1CCC2(C(NCN2C2=CC=CC=C2)=O)CC1 (8-(2-Hydroxy-cyclohexyl)-1-phenyl-1,3,8-triaza-spiro[4.5]decan-4-one). RXN SMILES: [CH:1]12[O:7][CH:2]1[CH2:3][CH2:4][CH2:5][CH2:6]2.[C:8]1([N:14]2[C:18]3([CH2:23][CH2:22][NH:21][CH2:20][CH2:19]3)[C:17](=[O:24])[NH:16][CH2:15]2)[CH:13]=[CH:12][CH:11]=[CH:10][CH:9]=1>>[OH:7][CH:1]1[CH2:6][CH2:5][CH2:4][CH2:3][CH:2]1[N:21]1[CH2:20][CH2:19][C:18]2([N:14]([C:8]3[CH:13]=[CH:12][CH:11]=[CH:10][CH:9]=3)[CH2:15][NH:16][C:17]2=[O:24])[CH2:23][CH2:22]1. Procedure: The title compound was prepared from cyclohexene oxide and 1-phenyl-1,3,8-triazaspiro[4,5]decan-4-one in analogy of the procedure described for the synthesis of (rac,trans)-8-(2-hydroxy-cyclohexyl)-1-(3-methyl-butyl)-1,3,8-triaza-spiro[4.5]decan-4-one (Example 73c). (rac,trans) 8-(2-Hydroxy-cyclohexyl)-1-phenyl-1,3,8-triaza-spiro[4.5]decan-4-one was obtained as colorless solid, MS (ISP): 330.3 MH+. RXN SMILES: [CH3:16][O:17][CH2:18][CH2:19][O:20][CH2:21][CH2:22][O:23][CH3:24].[ClH:15].[NH2:9][S:10]([NH2:11])(=[O:12])=[O:13].[OH2:14].[c:1]1([NH2:8])[c:2]([NH2:7])[cH:3][cH:4][cH:5][cH:6]1>>[c:1]12[c:2]([cH:3][cH:4][cH:5][cH:6]1)[NH:7][S:10](=[O:12])(=[O:13])[NH:8]2. The reactants are COCCOCCOC, Cl, NS(N)(=O)=O, O, Nc1ccccc1N. Yields the product O=S1(=O)Nc2ccccc2N1.